From a dataset of the Open Reaction Database (ORD), a public repository of structured organic reaction records. describe an organic reaction: reactants, conditions, products, and yield Starting materials: C(C)(C)(C)OC(=O)N(C)[C@@H]1CN(CC1)S(=O)(=O)C=1C=2C(=CN=C(C2C=CC1)Cl)Br ((S)-3-[N-(tert-Butoxycarbonyl)-N-methylamino]-1-(1-chloro-4-bromo-5-isoquinoline-sulfonyl)pyrrolidine), C(C)(C)(C)OC(=O)N[C@@H]1CN(CC1)S(=O)(=O)C=1C=2C(=CN=C(C2C=CC1)Cl)Cl ((S)-3-(tert-butoxycarbonyl)amino-1-(1,4-dichloro-5-isoquinolinesulfonyl)pyrrolidine). Yields the product NC1=NC=C(C=2C(=CC=CC12)S(=O)(=O)N1C[C@H](CC1)NC)Br ((S)-1-(1-Amino-4-bromo-5-isoquinolinesulfonyl)-3-(methylamino)pyrrolidine), Cl (hydrochloride). RXN SMILES: C(OC([N:8]([C@H:10]1[CH2:14][CH2:13][N:12]([S:15]([C:18]2[C:19]3[C:20]([Br:29])=[CH:21][N:22]=[C:23]([Cl:28])[C:24]=3[CH:25]=[CH:26][CH:27]=2)(=[O:17])=[O:16])[CH2:11]1)[CH3:9])=O)(C)(C)C.C(OC([NH:37][C@H]1CCN(S(C2C3C(Cl)=CN=C(Cl)C=3C=CC=2)(=O)=O)C1)=O)(C)(C)C>>[NH2:37][C:23]1[C:24]2[CH:25]=[CH:26][CH:27]=[C:18]([S:15]([N:12]3[CH2:13][CH2:14][C@H:10]([NH:8][CH3:9])[CH2:11]3)(=[O:17])=[O:16])[C:19]=2[C:20]([Br:29])=[CH:21][N:22]=1.[ClH:28]. Procedure details: Intermediate 24a was used in the method of Example 39-1 instead of Intermediate 26a to obtain the title compound as hydrochloride. Starting materials: [N+](=O)([O-])C=1C=C(C(=O)C2=CC(=CC=C2)[N+](=O)[O-])C=CC1Cl (3,3'-dinitro-4-chloro benzophenone), [O-2].[Ca+2] (calcium oxide), [H][H] (hydrogen). Reagents/catalysts: [Pd] (palladium/alumina). Run in ClCCCl (1,2-dichloro ethane). Conditions: temperature 70 celsius. Yields the product NC=1C=C(C(=O)C2=CC(=CC=C2)N)C=CC1 (3,3'-diamino benzophenone). As a reaction SMILES: [N+:1]([C:4]1[CH:5]=[C:6]([CH:18]=[CH:19][C:20]=1Cl)[C:7]([C:9]1[CH:14]=[CH:13][CH:12]=[C:11]([N+:15]([O-])=O)[CH:10]=1)=[O:8])([O-])=O.[O-2].[Ca+2].[H][H]>[Pd].ClCCCl>[NH2:1][C:4]1[CH:5]=[C:6]([CH:18]=[CH:19][CH:20]=1)[C:7]([C:9]1[CH:14]=[CH:13][CH:12]=[C:11]([NH2:15])[CH:10]=1)=[O:8] |f:1.2|. Procedure: In an autoclave, there are charged 46 g (0.15 moles) of 3,3'-dinitro-4-chloro benzophenone, 11.2 g (0.2 moles) of calcium oxide, 1 g of 5% palladium/alumina catalyst (available from Nihon-Engelhardt Co.) and 250 ml of 1,2-dichloro ethane. With the mixture being stirred at a temperature of 30°-35° C., the reaction proceeds by the introduction of hydrogen for seven hours under a constant pressure of 10 Kg/cm2.G. After completion of the reaction, the reaction mixture is heated up to 70° C. for hot-... The reactants are C1(=CC=CC=C1)[Se]Br (PhSeBr), [Si](C1=CC=CC=C1)(C1=CC=CC=C1)(C(C)(C)C)C([C@@H]1CCC(O1)=O)O ((S)-5-[(tert-Butyldiphenylsilyl)hydroxymethyl]-dihydro-2(3H)-furanone), C[Si](C)(C)[N-][Si](C)(C)C.[Li+] (lithium bis(trimethylsilyl)amide), [Si](C)(C)(C)Cl (Me3SiCl). The solvent is C1CCOC1 (THF), C1CCOC1 (THF), CCOCC (ether). Reaction conditions: temperature -78 celsius, time 1 hour. Yields the product [Si](C1=CC=CC=C1)(C1=CC=CC=C1)(C(C)(C)C)C([C@@H]1C[C@H](C(O1)=O)[Se]C1=CC=CC=C1)O ((5S,3R)-5-[(tert-Butyldiphenylsilyl)hydroxymethyl]-dihydro-3-(phenylselenenyl)-2(3H)-furanone). The yield is 58.7%. As a reaction SMILES: [Si:1]([CH:18]([OH:25])[C@H:19]1[O:23][C:22](=[O:24])[CH2:21][CH2:20]1)([C:14]([CH3:17])([CH3:16])[CH3:15])([C:8]1[CH:13]=[CH:12][CH:11]=[CH:10][CH:9]=1)[C:2]1[CH:7]=[CH:6][CH:5]=[CH:4][CH:3]=1.C[Si]([N-][Si](C)(C)C)(C)C.[Li+].[Si](Cl)(C)(C)C.[C:41]1([Se:47]Br)[CH:46]=[CH:45][CH:44]=[CH:43][CH:42]=1>C1COCC1.CCOCC>[Si:1]([CH:18]([OH:25])[C@H:19]1[O:23][C:22](=[O:24])[C@H:21]([Se:47][C:41]2[CH:46]=[CH:45][CH:44]=[CH:43][CH:42]=2)[CH2:20]1)([C:14]([CH3:17])([CH3:15])[CH3:16])([C:8]1[CH:13]=[CH:12][CH:11]=[CH:10][CH:9]=1)[C:2]1[CH:7]=[CH:6][CH:5]=[CH:4][CH:3]=1 |f:1.2|. Reported procedure: To a solution of 4 (5 g, 14.1 mmol) in anhydrous THF (50 mL) at −78° C. was added lithium bis(trimethylsilyl)amide (1 M solution in THF, 15.8 mL, 15.8 mmol) over a period of 10 min. After stirring at −78° C. for 1 h, Me3SiCl (1.918 g, 17.65 mmol) was added dropwise, and the reaction mixture was allowed to warm to room temperature. After being stirred at room temperature for 30 min, the mixture was cooled to −78° C., and a solution of PhSeBr (5 g, 21.19 mmol) in anhydrous THF (25 mL) was added ra... Reactants: ClC=1C=C2C(=C(OC(C2=CC1)=O)C(=O)O)C1=CC=CC=C1 (6-chloro-1-oxo-4-phenyl-1H-isochromen-3-carboxylic acid), C(CCC)ON (O-n-butylhydroxylamine), powder. Yields the product ClC=1C=C2C(=C(N(C(C2=CC1)=O)OCCC)C(=O)O)C1=CC=CC=C1 (6-chloro-1-oxo-4-phenyl-2-propoxy-1,2-dihydroisoquinoline-3-carboxylic acid). Reaction SMILES: [Cl:1][C:2]1[CH:3]=[C:4]2[C:9](=[CH:10][CH:11]=1)[C:8](=[O:12])O[C:6]([C:13]([OH:15])=[O:14])=[C:5]2[C:16]1[CH:21]=[CH:20][CH:19]=[CH:18][CH:17]=1.[CH2:22]([O:26][NH2:27])[CH2:23][CH2:24]C>>[Cl:1][C:2]1[CH:3]=[C:4]2[C:9](=[CH:10][CH:11]=1)[C:8](=[O:12])[N:27]([O:26][CH2:22][CH2:23][CH3:24])[C:6]([C:13]([OH:15])=[O:14])=[C:5]2[C:16]1[CH:17]=[CH:18][CH:19]=[CH:20][CH:21]=1. Procedure details: The present compound was synthesized by a method similar to that in Example 187 and using 6-chloro-1-oxo-4-phenyl-1H-isochromen-3-carboxylic acid and O-n-butylhydroxylamine. A colorless powder (280 mg). As a reaction SMILES: [CH2:7]([CH:8]([CH3:9])[CH3:10])[O:11][c:12]1[cH:13][cH:14][c:15]([NH2:18])[cH:16][cH:17]1.[CH3:19][CH2:20][O:21][CH2:22][CH3:23].[Cl:1][CH2:2][CH2:3][N:4]=[C:5]=[O:6]>>[Cl:1][CH2:2][CH2:3][NH:4][C:5](=[O:6])[NH:18][c:15]1[cH:14][cH:13][c:12]([O:11][CH2:7][CH:8]([CH3:9])[CH3:10])[cH:17][cH:16]1. The reactants are CC(C)COc1ccc(N)cc1, CCOCC, O=C=NCCCl. Product: CC(C)COc1ccc(NC(=O)NCCCl)cc1.